From a dataset of the Open Reaction Database (ORD), a public repository of structured organic reaction records. describe an organic reaction: reactants, conditions, products, and yield Starting materials: NC1=CC=C(OC2=CC(=NC=C2)NC(=O)N2CCC(CC2)N2CCCC2)C=C1 (4-(4-aminophenoxy)-2-{[4-(pyrrolidin-1-yl)piperidin-1-yl]carbonylamino}pyridine), [C@]12(C(=O)CC(CC1)C2(C)C)CS(=O)(=O)O ((S)-(+)-10-camphorsulfonic acid), C1(=CC=CC=C1)CC(=O)Cl (2-Phenylacetyl chloride), [S-]C#N.[K+] (potassium thiocyanate), C(O)([O-])=O.[Na+] (sodium hydrogencarbonate). The solvent is C(C)O (ethanol), C1(=CC=CC=C1)C (toluene), C(C)#N (acetonitrile), C1(=CC=CC=C1)C (toluene). Reaction conditions: time 3 hour. Yields the product C1(=CC=CC=C1)CC(=O)NC(NC1=CC=C(OC2=CC(=NC=C2)NC(=O)N2CCC(CC2)N2CCCC2)C=C1)=S (4-{4-[3-(2-Phenylacetyl)thioureido]phenoxy}-2-{[4-(pyrrolidin-1-yl)piperidin-1-yl]carbonylamino}pyridine). Isolated yield 44.0%. RXN SMILES: [C:1]1([CH2:7][C:8](Cl)=[O:9])[CH:6]=[CH:5][CH:4]=[CH:3][CH:2]=1.[S-:11][C:12]#[N:13].[K+].C(=O)([O-])O.[Na+].[NH2:20][C:21]1[CH:47]=[CH:46][C:24]([O:25][C:26]2[CH:31]=[CH:30][N:29]=[C:28]([NH:32][C:33]([N:35]3[CH2:40][CH2:39][CH:38]([N:41]4[CH2:45][CH2:44][CH2:43][CH2:42]4)[CH2:37][CH2:36]3)=[O:34])[CH:27]=2)=[CH:23][CH:22]=1.[C@]12(CS(O)(=O)=O)C(C)(C)C(CC1)CC2=O>C(#N)C.C(O)C.C1(C)C=CC=CC=1>[C:1]1([CH2:7][C:8]([NH:13][C:12](=[S:11])[NH:20][C:21]2[CH:22]=[CH:23][C:24]([O:25][C:26]3[CH:31]=[CH:30][N:29]=[C:28]([NH:32][C:33]([N:35]4[CH2:36][CH2:37][CH:38]([N:41]5[CH2:45][CH2:44][CH2:43][CH2:42]5)[CH2:39][CH2:40]4)=[O:34])[CH:27]=3)=[CH:46][CH:47]=2)=[O:9])[CH:6]=[CH:5][CH:4]=[CH:3][CH:2]=1 |f:1.2,3.4|. Reported procedure: 2-Phenylacetyl chloride (0.040 ml) was dissolved in acetonitrile (2.0 ml) under a nitrogen atmosphere, and then potassium thiocyanate (60 mg) was added thereto at 50° C., followed by stirring at the same temperature for 3 hrs. The acetonitrile was evaporated under a reduced pressure to give a residue, to which toluene (2.0 ml) and a saturated aqueous solution of sodium hydrogencarbonate (2.0 ml) were added, followed by stirring for 15 min. The toluene layer (0.7 ml) was added to a solution of 4-... Reactants: S(=S)(=O)([O-])[O-].[Na+].[Na+] (sodium thiosulfate), C(CCC)OCCOC1=CC=C(C=C1)C=1C=CC2=C(C=C(CCN2CCC)C(=O)NC=2C=NC(=CC2)SCC=2C=NC=CC2)C1 (7-[4-(2-butoxyethoxy)phenyl]-1-propyl-N-[6-[(3-pyridinylmethyl)sulfanyl]-3-pyridinyl]-2,3-dihydro-1-benzazepine-4-carboxamide), ClC1=CC(=CC=C1)C(=O)OO (m-chloroperbenzoic acid). The solvent is C(Cl)Cl (methylene chloride), C(Cl)Cl (methylene chloride). Run at time 15 minute. The product is C(CCC)OCCOC1=CC=C(C=C1)C=1C=CC2=C(C=C(CCN2CCC)C(=O)NC=2C=NC(=CC2)S(=O)CC=2C=NC=CC2)C1 (7-[4-(2-butoxyethoxy)phenyl]-1-propyl-N-[6-[(3-pyridinylmethyl)sulfinyl]-3-pyridinyl]-2,3-dihydro-1-benzazepine-4-carboxamide). Yield: 27.6%. As a reaction SMILES: [CH2:1]([O:5][CH2:6][CH2:7][O:8][C:9]1[CH:14]=[CH:13][C:12]([C:15]2[CH:16]=[CH:17][C:18]3[N:24]([CH2:25][CH2:26][CH3:27])[CH2:23][CH2:22][C:21]([C:28]([NH:30][C:31]4[CH:32]=[N:33][C:34]([S:37][CH2:38][C:39]5[CH:40]=[N:41][CH:42]=[CH:43][CH:44]=5)=[CH:35][CH:36]=4)=[O:29])=[CH:20][C:19]=3[CH:45]=2)=[CH:11][CH:10]=1)[CH2:2][CH2:3][CH3:4].ClC1C=CC=C(C(OO)=[O:54])C=1.S([O-])([O-])(=O)=S.[Na+].[Na+]>C(Cl)Cl>[CH2:1]([O:5][CH2:6][CH2:7][O:8][C:9]1[CH:14]=[CH:13][C:12]([C:15]2[CH:16]=[CH:17][C:18]3[N:24]([CH2:25][CH2:26][CH3:27])[CH2:23][CH2:22][C:21]([C:28]([NH:30][C:31]4[CH:32]=[N:33][C:34]([S:37]([CH2:38][C:39]5[CH:40]=[N:41][CH:42]=[CH:43][CH:44]=5)=[O:54])=[CH:35][CH:36]=4)=[O:29])=[CH:20][C:19]=3[CH:45]=2)=[CH:11][CH:10]=1)[CH2:2][CH2:3][CH3:4] |f:2.3.4|. Procedure: To a solution of 7-[4-(2-butoxyethoxy)phenyl]-1-propyl-N-[6-[(3-pyridinylmethyl)sulfanyl]-3-pyridinyl]-2,3-dihydro-1-benzazepine-4-carboxamide (0.91 g) in methylene chloride (27.3 ml) was added dropwise a solution of m-chloroperbenzoic acid (303 mg) in methylene chloride (18.2 ml) at −78° C., and the mixture was stirred for 15 minutes. To the reaction mixture was added an aqueous solution of saturated sodium thiosulfate. The mixture was extracted with ethyl acetate, and the organic layer was was... Reactants: OO (hydrogen peroxide), COC=1C2=C(N=C(N1)SC)SC(=N2)NC(=O)N2CCC(CC2)(C2=CC(=CC=C2)C(F)(F)F)O (4-hydroxy-4-[3-(trifluoromethy)phenyl]piperidine-1-carboxylic acid (7-methoxy-5-methylsulfanyl-thiazolo[5,4-d]pyrimidin-2-yl)-amide), CO (methanol), O (water). Reagents/catalysts: [O-][W](=O)(=O)[O-].[Na+].[Na+] (sodium tungstate). Reaction conditions: time 2 hour. The product is CS(=O)(=O)C=1N=C(C2=C(N1)SC(=N2)NC(=O)N2CCC(CC2)(C2=CC(=CC=C2)C(F)(F)F)O)OC (4-hydroxy-4-[3-(trifluoromethy)phenyl]piperidine-1-carboxylic acid (5-methanesulfonyl-7-methoxy-thiazolo[5,4-d]pyrimidin-2-yl)-amide). Isolated yield 63.0%. As a reaction SMILES: [CH3:1][O:2][C:3]1[C:4]2[N:13]=[C:12]([NH:14][C:15]([N:17]3[CH2:22][CH2:21][C:20]([OH:33])([C:23]4[CH:28]=[CH:27][CH:26]=[C:25]([C:29]([F:32])([F:31])[F:30])[CH:24]=4)[CH2:19][CH2:18]3)=[O:16])[S:11][C:5]=2[N:6]=[C:7]([S:9][CH3:10])[N:8]=1.OO.[OH2:36].C[OH:38]>[O-][W]([O-])(=O)=O.[Na+].[Na+]>[CH3:10][S:9]([C:7]1[N:8]=[C:3]([O:2][CH3:1])[C:4]2[N:13]=[C:12]([NH:14][C:15]([N:17]3[CH2:22][CH2:21][C:20]([OH:33])([C:23]4[CH:28]=[CH:27][CH:26]=[C:25]([C:29]([F:30])([F:32])[F:31])[CH:24]=4)[CH2:19][CH2:18]3)=[O:16])[S:11][C:5]=2[N:6]=1)(=[O:38])=[O:36] |f:4.5.6|. Reported procedure: A magnetically stirred mixture of 4-hydroxy-4-[3-(trifluoromethy)phenyl]piperidine-1-carboxylic acid (7-methoxy-5-methylsulfanyl-thiazolo[5,4-d]pyrimidin-2-yl)-amide (375 mg, 0.75 mmol) in methanol (20 mL) was cooled in an ice water bath and treated with sodium tungstate dihyrate (135 mg, 0.04 mmol) followed by hydrogen peroxide (30% solution, 10 mL) The reaction mixture was warmed to room temperature and stirred for 2 h. The reaction was then poured into water and extracted with methylene chlor... Reactants: CCOc1ccc(OB([O-])[O-])cc1, CN1CCC(C(=O)Nc2ccc(CN(C)C3CCOCC3)cc2)=Cc2cc(Br)ccc21, O=C([O-])[O-], CCO, CCOC(C)=O, [K+], [K+], O, Cc1ccccc1. Yields the product CCOc1ccc(-c2ccc3c(c2)C=C(C(=O)Nc2ccc(CN(C)C4CCOCC4)cc2)CCN3C)cc1. Reaction SMILES: [B:1]([O-:2])([O-:12])[O:13][c:3]1[cH:4][cH:5][c:6]([O:9][CH2:10][CH3:11])[cH:7][cH:8]1.[Br:14][c:15]1[cH:16][cH:17][c:18]2[c:19]([cH:44]1)[CH:20]=[C:21]([C:26](=[O:27])[NH:28][c:29]1[cH:30][cH:31][c:32]([CH2:35][N:36]([CH:37]3[CH2:38][CH2:39][O:40][CH2:41][CH2:42]3)[CH3:43])[cH:33][cH:34]1)[CH2:22][CH2:23][N:24]2[CH3:25].[C:45](=[O:46])([O-:47])[O-:48].[CH2:58]([OH:59])[CH3:60].[CH3:62][CH2:63][O:64][C:65](=[O:66])[CH3:67].[K+:49].[K+:50].[OH2:61].[c:51]1([CH3:52])[cH:53][cH:54][cH:55][cH:56][cH:57]1>>[c:3]1(-[c:15]2[cH:16][cH:17][c:18]3[c:19]([cH:44]2)[CH:20]=[C:21]([C:26](=[O:27])[NH:28][c:29]2[cH:30][cH:31][c:32]([CH2:35][N:36]([CH:37]4[CH2:38][CH2:39][O:40][CH2:41][CH2:42]4)[CH3:43])[cH:33][cH:34]2)[CH2:22][CH2:23][N:24]3[CH3:25])[cH:4][cH:5][c:6]([O:9][CH2:10][CH3:11])[cH:7][cH:8]1. Reactants: CC=1NC(=C(C1C(=O)OC)CC1=C(C2=C(N(C(N(C2=O)C)=O)CC(C)C)S1)C(=O)N(C)OC)C (Methyl 2,5-dimethyl-4-[1,2,3,4-tetrahydro-5-[(N-methoxy-N-methyl amino)carbonyl]-3-methyl-1-(2-methylpropyl)-2,4-dioxothieno[2,3-d]pyrimidin-6-ylmethyl]-1H-pyrrole-3-carboxylate), C(C)O (ethanol), C(C)O (ethanol). The reagents and catalysts are [Pd] (Pd/C). The product is C(C)(=O)OCC.CCCC(C)C (ethyl acetate isohexane), CCCC(C)C.CC(=O)C (isohexane acetone), CC=1NC(=C(C1C(=O)OC)CC1=C(C2=C(N(C(N(C2=O)C)=O)CC(C)C)S1)C(=O)N(C)OC)C (Methyl 2,5-dimethyl-4-[[1,2,3,4-tetrahydro-5-[N-methoxy-N-methylaminocarbonyl]-3-methyl-1-(2-methylpropyl)-2,4-dioxothieno[2,3-d]pyrimidin-6-yl]methyl]-1H-pyrrole-3-carboxylate). As a reaction SMILES: [CH3:1][C:2]1[NH:3][C:4]([CH3:34])=[C:5]([CH2:11][C:12]2[S:27][C:15]3[N:16]([CH2:23][CH:24]([CH3:26])[CH3:25])[C:17](=[O:22])[N:18]([CH3:21])[C:19](=[O:20])[C:14]=3[C:13]=2[C:28]([N:30]([O:32][CH3:33])[CH3:31])=[O:29])[C:6]=1[C:7]([O:9][CH3:10])=[O:8].[CH2:35](O)C>[Pd]>[C:7]([O:9][CH2:10][CH3:35])(=[O:8])[CH3:6].[CH3:34][CH2:4][CH2:5][CH:6]([CH3:7])[CH3:2].[CH3:34][CH2:4][CH2:5][CH:6]([CH3:7])[CH3:2].[CH3:35][C:28]([CH3:13])=[O:29].[CH3:1][C:2]1[NH:3][C:4]([CH3:34])=[C:5]([CH2:11][C:12]2[S:27][C:15]3[N:16]([CH2:23][CH:24]([CH3:26])[CH3:25])[C:17](=[O:22])[N:18]([CH3:21])[C:19](=[O:20])[C:14]=3[C:13]=2[C:28]([N:30]([O:32][CH3:33])[CH3:31])=[O:29])[C:6]=1[C:7]([O:9][CH3:10])=[O:8] |f:3.4,5.6|. Procedure: The product of step c) (189 mg) in dry ethanol (18 ml) was treated with a slurry of 10% Pd/C (20 mg) in dry ethanol (2 ml) and hydrogenated at 4 bar for 75 min. Filtration from catalyst and evaporation gave a residue which was purified by chromatography in two stages: firstly (SiO2/3:1 ethyl acetate-isohexane) and secondly (SiO2/2:1 isohexane-acetone) to afford the title compound (85 mg). Procedure: The title compound was prepared as a yellow gum from 5-{2-[2-(3-chloro-phenyl)-2-hydroxy-ethylamino]-propyl}-benzo[1,3]dioxole-2,2-dicarboxylic acid and 3-benzyloxy-propanol according to the procedure of Example 1; yield: 38%; Rf =0.52 (9/1 CHCl3 /MeOH); 1H NMR (300 MHz, CDCl3): δ 1.32 (d, 3H), δ 2.00 (m, 4H), δ 2.75 (m, 1H), δ 3.30 (s, 2H), δ 3.50 (m, 4H), δ 4.40 (br m, 12H), δ 5.49 (s, 1H), δ 6.68-6.85 (m, 3H), δ 7.24-7.40 (m, 13H), δ 7.43 (s, 1H); MS (ES) m/z (relative intensity): 518 (M+ -HC... As a reaction SMILES: [Cl:1][C:2]1[CH:3]=[C:4]([CH:8]([OH:29])[CH2:9][NH:10][CH:11]([CH3:28])[CH2:12][C:13]2[CH:27]=[CH:26][C:16]3[O:17][C:18]([C:23]([OH:25])=[O:24])([C:20]([OH:22])=[O:21])[O:19][C:15]=3[CH:14]=2)[CH:5]=[CH:6][CH:7]=1.[CH2:30]([O:37][CH2:38][CH2:39][CH2:40]O)[C:31]1[CH:36]=[CH:35][CH:34]=[CH:33][CH:32]=1.Cl>C(Cl)(Cl)Cl.CO>[CH2:30]([O:37][CH2:38][CH2:39][CH2:40][O:24][C:23]([C:18]1([C:20]([O:22][CH2:40][CH2:39][CH2:38][O:37][CH2:30][C:31]2[CH:32]=[CH:33][CH:34]=[CH:35][CH:36]=2)=[O:21])[O:17][C:16]2[CH:26]=[CH:27][C:13]([CH2:12][C@H:11]([NH:10][CH2:9][C@@H:8]([C:4]3[CH:5]=[CH:6][CH:7]=[C:2]([Cl:1])[CH:3]=3)[OH:29])[CH3:28])=[CH:14][C:15]=2[O:19]1)=[O:25])[C:31]1[CH:36]=[CH:35][CH:34]=[CH:33][CH:32]=1 |f:3.4|. The yield is 38.0%. The product is C(C1=CC=CC=C1)OCCCOC(=O)C1(OC2=C(O1)C=CC(=C2)C[C@@H](C)NC[C@H](O)C2=CC(=CC=C2)Cl)C(=O)OCCCOCC2=CC=CC=C2 (5-{(2R)-2-[(2R)-2-(3-Chloro-phenyl)-2-hydroxy-ethylamino]-propyl}benzo[1,3]dioxole-2,2-dicarboxylic acid bis-(3-benzyloxy-propyl)ester). Solvent: C(Cl)(Cl)Cl.CO (CHCl3 MeOH). The reactants are ClC=1C=C(C=CC1)C(CNC(CC1=CC2=C(OC(O2)(C(=O)O)C(=O)O)C=C1)C)O (5-{2-[2-(3-chloro-phenyl)-2-hydroxy-ethylamino]-propyl}-benzo[1,3]dioxole-2,2-dicarboxylic acid), C(C1=CC=CC=C1)OCCCO (3-benzyloxy-propanol), Cl (HCl). Reactants: Cl (hydrochloric acid), COC([C@@H](NC(=O)OC(C)(C)C)CC1=CN=CN1CC1=CC(=C(C=C1)[N+](=O)[O-])C)=O (3-(3-methyl-4-nitrophenyl)methyl-N-t-butoxycarbonyl-L-histidine methyl ester). Conditions: temperature 120 celsius. Yields the product Cl.Cl.CC=1C=C(C=CC1[N+](=O)[O-])CN1C=NC=C1C[C@H](N)C(=O)O (3-(3-methyl-4-nitrophenyl)methyl-L-histidine dihydrochloride). The yield is 92.9%. Reaction SMILES: [ClH:1].C[O:3][C:4](=[O:31])[C@H:5]([CH2:14][C:15]1[N:19]([CH2:20][C:21]2[CH:26]=[CH:25][C:24]([N+:27]([O-:29])=[O:28])=[C:23]([CH3:30])[CH:22]=2)[CH:18]=[N:17][CH:16]=1)[NH:6]C(OC(C)(C)C)=O>>[ClH:1].[ClH:1].[CH3:30][C:23]1[CH:22]=[C:21]([CH2:20][N:19]2[C:15]([CH2:14][C@@H:5]([C:4]([OH:31])=[O:3])[NH2:6])=[CH:16][N:17]=[CH:18]2)[CH:26]=[CH:25][C:24]=1[N+:27]([O-:29])=[O:28] |f:2.3.4|. Reported procedure: A 6N hydrochloric acid solution (54.5 ml) was added to 3-(3-methyl-4-nitrophenyl)methyl-N-t-butoxycarbonyl-L-histidine methyl ester (IX-2) (1.3626 g, 0.00326 mol), and the mixture was refluxed under heating on a 120° C. oil bath for 2.5 hours. The resulting solution was cooled and then concentrated to obtain the objective compound (VIII-2) (1.1406 g; yield: 92.9%) as a light-brown oily material. Starting materials: CCOCC (Ether), C([C@H]1CO1)OCC1=CC=CC=C1 ((R)-benzyl glycidyl ether), [Cl-].[NH4+] (ammonium chloride), C(=C)[Mg]Cl (vinylmagnesium chloride). Reagents/catalysts: [Cu]I (copper(I) iodide). Run in C1CCOC1 (THF). Run at temperature -78 celsius, time 8 hour. Yields the product C(C1=CC=CC=C1)OC[C@@H](CC=C)O ((R)-1-benzyloxy-4-penten-2-ol). RXN SMILES: [CH3:1][CH2:2]OCC.[CH2:6]([O:10][CH2:11][C:12]1[CH:17]=[CH:16][CH:15]=[CH:14][CH:13]=1)[C@@H:7]1[O:9][CH2:8]1.C([Mg]Cl)=C.[Cl-].[NH4+]>C1COCC1.[Cu]I>[CH2:11]([O:10][CH2:6][C@H:7]([OH:9])[CH2:8][CH:1]=[CH2:2])[C:12]1[CH:17]=[CH:16][CH:15]=[CH:14][CH:13]=1 |f:3.4|. Procedure: Ether (100 ml) and copper(I) iodide (580 mg) were added to a solution of (R)-benzyl glycidyl ether (10.0 g) in THF (100 ml). The mixture was cooled to −78° C., and vinylmagnesium chloride (1.38 M, 53.0 ml) was added dropwise. The mixture was stirred overnight with gradual heating to room temperature. Ice was added to the reaction solution, and an ammonium chloride solution was further added. The aqueous layer was extracted with ethyl acetate, and the organic layer was washed with an ammonium chl... Reactants: C(#N)CCCC1C(NCCNCCNCCNC1=O)=O (3-(3-Cyanopropyl)-2,4-dioxo-1,5,8,11-tetraazacyclotridecane), NCCNCCCNCCN (N,N'-bis(2-aminoethyl)-1,3-propylenediamine). Yields the product C(#N)CCCC1C(NCCNCCCNCCNC1=O)=O (3-(3-cyanopropyl)-2,4-dioxo-1,5,8,12-tetraaza-cyclotetradecane). The yield is 30.0%. As a reaction SMILES: [C:1]([CH2:3][CH2:4][CH2:5][CH:6]1[C:18](=[O:19])[NH:17][CH2:16][CH2:15][NH:14][CH2:13][CH2:12][NH:11][CH2:10][CH2:9][NH:8][C:7]1=[O:20])#[N:2].N[CH2:22]CNCCCNCCN>>[C:1]([CH2:3][CH2:4][CH2:5][CH:6]1[C:7](=[O:20])[NH:8][CH2:9][CH2:10][NH:11][CH2:22][CH2:12][CH2:13][NH:14][CH2:15][CH2:16][NH:17][C:18]1=[O:19])#[N:2]. Procedure: The procedure of (2) of Example 1 was repeated with the exception that N,N'-bis(2-aminoethyl)-1,3-propylenediamine was used in place of triethylenetetramine. Thus, 3-(3-cyanopropyl)-2,4-dioxo-1,5,8,12-tetraaza-cyclotetradecane (C-substituted cyclic diamide) was obtained in a yield of 30%. Reactants: NC(=O)N1CC(CCBr)c2ccccc21, C1COCCO1, CO, C1CCOC1, c1cc(-c2ccc3[nH]ccc3c2)ccn1. Yields the product [Br-], NC(=O)N1CC(CC[n+]2ccc(-c3ccc4[nH]ccc4c3)cc2)c2ccccc21. RXN SMILES: [Br:27][CH2:28][CH2:29][CH:30]1[CH2:31][N:32]([C:39](=[O:40])[NH2:41])[c:33]2[cH:34][cH:35][cH:36][cH:37][c:38]21.[CH2:16]1[O:17][CH2:18][CH2:19][O:20][CH2:21]1.[CH3:42][OH:43].[O:22]1[CH2:23][CH2:24][CH2:25][CH2:26]1.[n:1]1[cH:2][cH:3][c:4](-[c:7]2[cH:8][c:9]3[cH:10][cH:11][nH:12][c:13]3[cH:14][cH:15]2)[cH:5][cH:6]1>>[Br-:27].[n+:1]1([CH2:28][CH2:29][CH:30]2[CH2:31][N:32]([C:39](=[O:40])[NH2:41])[c:33]3[cH:34][cH:35][cH:36][cH:37][c:38]32)[cH:2][cH:3][c:4](-[c:7]2[cH:8][c:9]3[cH:10][cH:11][nH:12][c:13]3[cH:14][cH:15]2)[cH:5][cH:6]1.